The task is: describe an organic reaction: reactants, conditions, products, and yield. This data is from the Open Reaction Database (ORD), a public repository of structured organic reaction records. Starting materials: [OH-].[Na+] (sodium hydroxide), CC1=CC(NC(N1)=S)=O (6-methyl-2-thiouracil), [Cl-].ClCC1=C(C=CC=C1)[NH+](C)C ((2-chloromethylphenyl)-dimethylammonium chloride), O (water). The solvent is CS(=O)C (dimethylsulfoxide). Reaction conditions: time 1 hour. The product is CN(C1=C(CSC2=NC(=CC(N2)=O)C)C=CC=C1)C (2-(2-dimethylaminobenzyl)thio-6-methyl-4(3H)-pyrimidinone). Isolated yield 78.4%. Reaction SMILES: [CH3:1][C:2]1[NH:7][C:6](=[S:8])[NH:5][C:4](=[O:9])[CH:3]=1.[Cl-].Cl[CH2:12][C:13]1[CH:18]=[CH:17][CH:16]=[CH:15][C:14]=1[NH+:19]([CH3:21])[CH3:20].O.[OH-].[Na+]>CS(C)=O>[CH3:20][N:19]([CH3:21])[C:14]1[CH:15]=[CH:16][CH:17]=[CH:18][C:13]=1[CH2:12][S:8][C:6]1[NH:5][C:4](=[O:9])[CH:3]=[C:2]([CH3:1])[N:7]=1 |f:1.2,4.5|. Procedure: After dissolving 0.71 g (5 mmol) of 6-methyl-2-thiouracil [Ann. 236, 1 (1986)] and 1.03 g (5 mmol) of (2-chloromethylphenyl)-dimethylammonium chloride (J. Chem. Soc. 1954, 4127) in 10 ml of dimethylsulfoxide, the reaction mixture is stirred at room temperature for 1 hour and then poured into 60 ml of water. After adjusting the pH value of the mixture to 6-8 by adding aqueous 1 N sodium hydroxide solution the precipitate is filtered and the crude base (1.3 g) is recrystallized from benzene to giv... Reactants: C(CCC)N (n-butylamine), OC1=CC=C(C=C1)CCC(CC(C)=O)=O (6-(4-Hydroxyphenyl)hexane-2,4-dione), B(=O)OB=O (boron trioxide), C(=O)(O)[O-].[Na+] (NaHCO3), ClC1=C(C=O)C=CC(=C1)O (2-chloro-4-hydroxybenzaldehyde), B(OCCCC)(OCCCC)OCCCC (tri-n-butyl borate), Cl (HCl). Run in C(C)(=O)OCC (ethyl acetate), [Cl-].[Na+].O (brine). Run at time 1 hour. Yields the product ClC1=C(C=CC(=C1)O)\C=C\C(CC(CCC1=CC=C(C=C1)O)=O)=O ((E)-1-(2-chloro-4-hydroxyphenyl)-7-(4-hydroxyphenyl)hept-1-ene-3,5-dione). Yield: 34.2%. Reaction SMILES: [OH:1][C:2]1[CH:7]=[CH:6][C:5]([CH2:8][CH2:9][C:10](=[O:15])[CH2:11][C:12](=[O:14])[CH3:13])=[CH:4][CH:3]=1.B(OB=O)=O.[Cl:21][C:22]1[CH:29]=[C:28]([OH:30])[CH:27]=[CH:26][C:23]=1[CH:24]=O.B(OCCCC)(OCCCC)OCCCC.C(N)CCC.Cl.C([O-])(O)=O.[Na+]>C(OCC)(=O)C.[Cl-].[Na+].O>[Cl:21][C:22]1[CH:29]=[C:28]([OH:30])[CH:27]=[CH:26][C:23]=1/[CH:24]=[CH:13]/[C:12](=[O:14])[CH2:11][C:10](=[O:15])[CH2:9][CH2:8][C:5]1[CH:4]=[CH:3][C:2]([OH:1])=[CH:7][CH:6]=1 |f:6.7,9.10.11|. Reported procedure: 6-(4-Hydroxyphenyl)hexane-2,4-dione (18 mg, 87 μmol) and boron trioxide (22 mg, 0.32 mmol) was placed in a 20 mL reaction vessel, and dissolved in 0.4 mL of ethyl acetate. To the stirring solution at 80° C. were added 2-chloro-4-hydroxybenzaldehyde (12 mg, 78 μmol) and tri-n-butyl borate (50 μL, 0.19 mmol). After the reaction mixture was stirred for 2 h at the same temperature, n-butylamine (19 μL, 0.19 mmol) was added with additional stirring for 1 h. The reaction mixture was treated with a 1:1... Procedure details: 3-cyano-2,6-dichloro-5-fluoropyridine was reacted with 1-methyl-pyrrolidin-3-ol according to the method of Example 85A to provide the title compound. MS (ESI+) m/z 256 (M+H)+. As a reaction SMILES: [C:1]([C:3]1[C:4](Cl)=[N:5][C:6]([Cl:10])=[C:7]([F:9])[CH:8]=1)#[N:2].[CH3:12][N:13]1[CH2:17][CH2:16][CH:15]([OH:18])[CH2:14]1>>[Cl:10][C:6]1[C:7]([F:9])=[CH:8][C:3]([C:1]#[N:2])=[C:4]([O:18][CH:15]2[CH2:16][CH2:17][N:13]([CH3:12])[CH2:14]2)[N:5]=1. Reactants: C(#N)C=1C(=NC(=C(C1)F)Cl)Cl (3-cyano-2,6-dichloro-5-fluoropyridine), CN1CC(CC1)O (1-methyl-pyrrolidin-3-ol). The product is ClC1=NC(=C(C#N)C=C1F)OC1CN(CC1)C (6-chloro-5-fluoro-2-[(1-methylpyrrolidin-3-yl)oxy]nicotinonitrile). The reactants are FC1=C(C(=C(C(=N1)F)F)F)F (pentafluoropyridine), C(C1=CC=CC=C1)N1CCNCC1 (1-benzylpiperazine), C([O-])([O-])=O.[K+].[K+] (potassium carbonate). Run in CS(=O)C (DMSO). Run at temperature 100 celsius, time 5 hour. Yields the product FC1=NC(=C(C(=C1F)N1CCN(CC1)CC1=CC=CC=C1)F)F (1-(2,3,5,6-Tetrafluoropyridin-4-yl)-4-benzylpiperazine). Yield: 94.1%. Reaction SMILES: [F:1][C:2]1[N:7]=[C:6]([F:8])[C:5]([F:9])=[C:4](F)[C:3]=1[F:11].[CH2:12]([N:19]1[CH2:24][CH2:23][NH:22][CH2:21][CH2:20]1)[C:13]1[CH:18]=[CH:17][CH:16]=[CH:15][CH:14]=1.C(=O)([O-])[O-].[K+].[K+]>CS(C)=O>[F:8][C:6]1[C:5]([F:9])=[C:4]([N:22]2[CH2:23][CH2:24][N:19]([CH2:12][C:13]3[CH:14]=[CH:15][CH:16]=[CH:17][CH:18]=3)[CH2:20][CH2:21]2)[C:3]([F:11])=[C:2]([F:1])[N:7]=1 |f:2.3.4|. Procedure: To a solution of pentafluoropyridine (1.76 ml, 16.0 mmol) and 1-benzylpiperazine (2.64 g, 15.0 mmol) in DMSO (20 ml) was added potassium carbonate (4.20 g, 30.4 ml). The suspension was heated to 100° C. and stirred for five hours and allowed to cool to ambient temperature, poured onto water and then extracted with DCM. The extract was washed with brine, water, and dried. Volatile material was removed by evaporation to give the title compound (4.59 g) as an oil. NMR (CDCl3) 2.58 (m, 4H), 3.52 (m,... The reactants are C(C)(C)(C)OC(C1=CC=C(C=C1)CN1C=C2C=C(C=CC2=CC1=O)C#CCC1=CC=CC=C1)=O (4-[3-oxo-7-(3-phenyl-prop-1-ynyl)-2H-isoquinolin-2-ylmethyl]benzoic acid tert-butyl ester), FC(C(=O)O)(F)F (trifluoroacetic acid). Run at time 30 minute. Product: O=C1N(C=C2C=C(C=CC2=C1)C#CCC1=CC=CC=C1)CC1=CC=C(C(=O)O)C=C1 (4-[3-Oxo-7-(3-phenyl-prop-1-ynyl)-2H-isoquinolin-2-ylmethyl]benzoic acid). As a reaction SMILES: C([O:5][C:6](=[O:34])[C:7]1[CH:12]=[CH:11][C:10]([CH2:13][N:14]2[C:23](=[O:24])[CH:22]=[C:21]3[C:16]([CH:17]=[C:18]([C:25]#[C:26][CH2:27][C:28]4[CH:33]=[CH:32][CH:31]=[CH:30][CH:29]=4)[CH:19]=[CH:20]3)=[CH:15]2)=[CH:9][CH:8]=1)(C)(C)C.FC(F)(F)C(O)=O>>[O:24]=[C:23]1[CH:22]=[C:21]2[C:16]([CH:17]=[C:18]([C:25]#[C:26][CH2:27][C:28]3[CH:33]=[CH:32][CH:31]=[CH:30][CH:29]=3)[CH:19]=[CH:20]2)=[CH:15][N:14]1[CH2:13][C:10]1[CH:11]=[CH:12][C:7]([C:6]([OH:34])=[O:5])=[CH:8][CH:9]=1. Reported procedure: A solution of 4-[3-oxo-7-(3-phenyl-prop-1-ynyl)-2H-isoquinolin-2-ylmethyl]benzoic acid tert-butyl ester [0.20 g, 0.44 mmol, Example 1A, Step (2)] is treated with trifluoroacetic acid (5 mL) and the reaction mixture stirred at room temperature for 30 minutes. The solution is evaporated to dryness, the residue is dissolved in ethyl acetate, washed with water, brine, dried over MgSO4 and evaporated to dryness. The brown solid is triturated with acetonitrile, the solid collected by filtration, and w... Reactants: C1(CC1)N(S(=O)(=O)C=1C=C(C(=O)O)C=CC1)CCCC(=O)OCC (3-[cyclopropyl(4-ethoxy-4-oxobutyl)sulfamoyl]benzoic acid), C(C(=O)Cl)(=O)Cl (oxalyl chloride), NC=1SC2=C(C1C(=O)NC1=CC=C(C=C1)CCC1=CC=C(C(=O)OC)C=C1)CCCC2 (methyl 4-[2-(4-{[(2-amino-4,5,6,7-tetrahydro-1-benzothiophen-3-yl)carbonyl]amino}phenyl)ethyl]benzoate). The reagents and catalysts are CN(C)C=O (DMF). The solvent is ClCCl (dichloromethane), ClCCl (dichloromethane), N1=CC=CC=C1 (pyridine). Conditions: time 2 hour. Product: C1(CC1)N(S(=O)(=O)C=1C=C(C(=O)NC=2SC3=C(C2C(=O)NC2=CC=C(C=C2)CCC2=CC=C(C(=O)OC)C=C2)CCCC3)C=CC1)CCCC(=O)OCC (methyl 4-{2-[4-({[2-({3-[cyclopropyl(4-ethoxy-4-oxobutyl)sulfamoyl]benzoyl}amino)-4,5,6,7-tetrahydro-1-benzothiophen-3-yl]carbonyl}amino)phenyl]ethyl}benzoate). The yield is 81.5%. As a reaction SMILES: [CH:1]1([N:4]([CH2:17][CH2:18][CH2:19][C:20]([O:22][CH2:23][CH3:24])=[O:21])[S:5]([C:8]2[CH:9]=[C:10]([CH:14]=[CH:15][CH:16]=2)[C:11](O)=[O:12])(=[O:7])=[O:6])[CH2:3][CH2:2]1.C(Cl)(=O)C(Cl)=O.[NH2:31][C:32]1[S:33][C:34]2[CH2:61][CH2:60][CH2:59][CH2:58][C:35]=2[C:36]=1[C:37]([NH:39][C:40]1[CH:45]=[CH:44][C:43]([CH2:46][CH2:47][C:48]2[CH:57]=[CH:56][C:51]([C:52]([O:54][CH3:55])=[O:53])=[CH:50][CH:49]=2)=[CH:42][CH:41]=1)=[O:38]>CN(C=O)C.ClCCl.N1C=CC=CC=1>[CH:1]1([N:4]([CH2:17][CH2:18][CH2:19][C:20]([O:22][CH2:23][CH3:24])=[O:21])[S:5]([C:8]2[CH:9]=[C:10]([CH:14]=[CH:15][CH:16]=2)[C:11]([NH:31][C:32]2[S:33][C:34]3[CH2:61][CH2:60][CH2:59][CH2:58][C:35]=3[C:36]=2[C:37]([NH:39][C:40]2[CH:41]=[CH:42][C:43]([CH2:46][CH2:47][C:48]3[CH:49]=[CH:50][C:51]([C:52]([O:54][CH3:55])=[O:53])=[CH:56][CH:57]=3)=[CH:44][CH:45]=2)=[O:38])=[O:12])(=[O:7])=[O:6])[CH2:2][CH2:3]1. Procedure: A mixture of 3.00 g of 3-[cyclopropyl(4-ethoxy-4-oxobutyl)sulfamoyl]benzoic acid, 0.70 mL of oxalyl chloride, 33 mL of dichloromethane, and one drop of DMF was stirred at room temperature for 2 hours, and the reaction mixture was concentrated under reduced pressure. A mixture of the obtained crude product and 33 mL of dichloromethane was added to a mixture of 0.70 mL of pyridine, 3.33 g of methyl 4-[2-(4-{[(2-amino-4,5,6,7-tetrahydro-1-benzothiophen-3-yl)carbonyl]amino}phenyl)ethyl]benzoate, and...